From a dataset of the Open Reaction Database (ORD), a public repository of structured organic reaction records. describe an organic reaction: reactants, conditions, products, and yield Reactants: FC(C(=O)O)(F)F (Trifluoroacetic acid), C(C)(C)(C)OC(=O)N(CCOC)C1=CC=C(C=CC(=O)OCC)C=C1 (ethyl 4-[N-tert-butoxycarbonyl-N-(2-methoxyethyl)amino]cinnamate). Solvent: ice water. Conditions: time 15 minute. Product: COCCNC1=CC=C(C=CC(=O)OCC)C=C1 (ethyl 4-(2-methoxyethylamino)cinnamate). Isolated yield 70.7%. Reaction SMILES: FC(F)(F)C(O)=O.C(OC([N:15]([C:20]1[CH:32]=[CH:31][C:23]([CH:24]=[CH:25][C:26]([O:28][CH2:29][CH3:30])=[O:27])=[CH:22][CH:21]=1)[CH2:16][CH2:17][O:18][CH3:19])=O)(C)(C)C>>[CH3:19][O:18][CH2:17][CH2:16][NH:15][C:20]1[CH:32]=[CH:31][C:23]([CH:24]=[CH:25][C:26]([O:28][CH2:29][CH3:30])=[O:27])=[CH:22][CH:21]=1. Procedure: Trifluoroacetic acid (3 ml) was added to ethyl 4-[N-tert-butoxycarbonyl-N-(2-methoxyethyl)amino]cinnamate (932 mg) in ice water bath and stirred for 15 minutes at same temperature. The solvent was evaporated under reduced pressure. The residue was partitioned between ethyl acetate and aqueous sodium bicarbonate solution. The organic layer was washed with water and brine, dried over magnesium sulfate and evaporated in vacua. The residue was chromatographed on silica gel eluting to a mixture of n-... The reactants are Cl.Cl.C1(CC1)NC(=O)C1=CC=CC=2SC(=CC21)C2=NC(=NC=C2Cl)NCCC2CCN(CC2)CC (2-{5-chloro-2-[2-(1-ethylpiperidin-4-yl)-ethylamino]-pyrimidin-4-yl}-benzo[b]thiophene-4-carboxylic acid cyclopropylamide di-hydrochloride), di-hydrochloride, C1(CC1)NC(=O)C1=CC=CC=2SC(=CC21)C2=NC(=NC=C2Cl)NCCCC2CCNCC2 (2-[5-chloro-2-(3-piperidin-4-yl-propylamino)-pyrimidin-4-yl]-benzo[b]thiophene-4-carboxylic acid cyclopropylamide), ICC (iodoethane). Product: Cl.Cl.C1(CC1)NC(=O)C1=CC=CC=2SC(=CC21)C2=NC(=NC=C2Cl)NCCCC2CCN(CC2)CC (2-{5-Chloro-2-[3-(1-ethylpiperidin-4-yl)-propylamino]-pyrimidin-4-yl}-benzo[b]thiophene-4-carboxylic acid cyclopropylamide di-hydrochloride). RXN SMILES: Cl.Cl.[CH:3]1(NC(C2C3C=C(C4C([Cl:24])=CN=C(NCCC5CCN(CC)CC5)N=4)SC=3C=CC=2)=O)C[CH2:4]1.[CH:36]1([NH:39][C:40]([C:42]2[C:50]3[CH:49]=[C:48]([C:51]4[C:56]([Cl:57])=[CH:55][N:54]=[C:53]([NH:58][CH2:59][CH2:60][CH2:61][CH:62]5[CH2:67][CH2:66][NH:65][CH2:64][CH2:63]5)[N:52]=4)[S:47][C:46]=3[CH:45]=[CH:44][CH:43]=2)=[O:41])[CH2:38][CH2:37]1.ICC>>[ClH:24].[ClH:57].[CH:36]1([NH:39][C:40]([C:42]2[C:50]3[CH:49]=[C:48]([C:51]4[C:56]([Cl:57])=[CH:55][N:54]=[C:53]([NH:58][CH2:59][CH2:60][CH2:61][CH:62]5[CH2:63][CH2:64][N:65]([CH2:3][CH3:4])[CH2:66][CH2:67]5)[N:52]=4)[S:47][C:46]=3[CH:45]=[CH:44][CH:43]=2)=[O:41])[CH2:37][CH2:38]1 |f:0.1.2,5.6.7|. Procedure: Using the method of 2-{5-chloro-2-[2-(1-ethylpiperidin-4-yl)-ethylamino]-pyrimidin-4-yl}-benzo[b]thiophene-4-carboxylic acid cyclopropylamide di-hydrochloride, the title compound may be prepared as the di-hydrochloride acid salt from 2-[5-chloro-2-(3-piperidin-4-yl-propylamino)-pyrimidin-4-yl]-benzo[b]thiophene-4-carboxylic acid cyclopropylamide and iodoethane. ES+(m/z) 498 (35Cl) and 500 (37Cl) [M(free base)+H]. Starting materials: CC[N+](CC)(CC)Cc1ccccc1, CCOc1ncnc(N(C)C)c1NC(=O)CCl, [Cl-], ClCCl, Cl, [Na+], [OH-], O, ClCc1cc[nH]n1. Yields the product CCOc1ncnc(N(C)C)c1N(Cc1cc[nH]n1)C(=O)CCl. As a reaction SMILES: [CH2:29]([N+:30]([CH2:31][CH3:32])([CH2:33][CH3:34])[CH2:35][CH3:36])[c:37]1[cH:38][cH:39][cH:40][cH:41][cH:42]1.[CH3:1][N:2]([c:3]1[n:4][cH:5][n:6][c:7]([O:14][CH2:15][CH3:16])[c:8]1[NH:9][C:10]([CH2:11][Cl:12])=[O:13])[CH3:17].[Cl-:28].[Cl:43][CH2:44][Cl:45].[ClH:18].[Na+:27].[OH-:26].[OH2:46].[nH:19]1[n:20][c:21]([CH2:24][Cl:25])[cH:22][cH:23]1>>[CH3:1][N:2]([c:3]1[n:4][cH:5][n:6][c:7]([O:14][CH2:15][CH3:16])[c:8]1[N:9]([C:10]([CH2:11][Cl:12])=[O:13])[CH2:24][c:21]1[n:20][nH:19][cH:23][cH:22]1)[CH3:17]. Starting materials: CCO, Cl, CCOC(=O)c1sc(NC(=N)N)nc1C, [Na+], [OH-]. Yields the product Cc1nc(NC(=N)N)sc1C(=O)O. As a reaction SMILES: [CH3:17][CH2:18][OH:19].[ClH:1].[NH:2]([C:3](=[NH:4])[NH2:5])[c:6]1[s:7][c:8]([C:12](=[O:13])[O:14][CH2:15][CH3:16])[c:9]([CH3:11])[n:10]1.[Na+:21].[OH-:20]>>[NH:2]([C:3](=[NH:4])[NH2:5])[c:6]1[s:7][c:8]([C:12](=[O:13])[OH:14])[c:9]([CH3:11])[n:10]1. Reactants: O[C@@H]1CN(CC1)C(=O)OC(C)(C)C ((S)-tert-butyl 3-hydroxypyrrolidine-1-carboxylate), FC=1C=C(C=CC1)O (3-Fluorophenol). The product is FC=1C=C(O[C@H]2CN(CC2)C(=O)OC(C)(C)C)C=CC1 ((R)-tert-butyl 3-(3-fluorophenoxy)pyrrolidine-1-carboxylate). The yield is 98.1%. RXN SMILES: [OH:1][C@H:2]1[CH2:6][CH2:5][N:4]([C:7]([O:9][C:10]([CH3:13])([CH3:12])[CH3:11])=[O:8])[CH2:3]1.[F:14][C:15]1[CH:16]=[C:17](O)[CH:18]=[CH:19][CH:20]=1>>[F:14][C:15]1[CH:20]=[C:19]([CH:18]=[CH:17][CH:16]=1)[O:1][C@@H:2]1[CH2:6][CH2:5][N:4]([C:7]([O:9][C:10]([CH3:13])([CH3:12])[CH3:11])=[O:8])[CH2:3]1. Reported procedure: The title compound (D47) (294.6 mg) was prepared according to the experimental procedure described in Description 40 starting from (S)-tert-butyl 3-hydroxypyrrolidine-1-carboxylate (200 mg, 1.068 mmol, available at Aldrich#634786) and 3-Fluorophenol (0.096 ml, 1.068 mmol). Starting materials: C1(C=2N(CC1)C=CC2)C(=O)OC (methyl 1,2-dihydro-3H-pyrrolo[1,2-a]pyrrole-1-carboxylate), acid chloride, C(#C)C1=CC=C(C(=O)O)C=C1 (4-ethynylbenzoic acid). The solvent is C=1(C(=CC=CC1)C)C (xylene). Yields the product C(#C)C1=CC=C(C(=O)C2=CC=C3N2CCC3C(=O)OC)C=C1 (methyl 5-(4-ethynylbenzoyl)-1,2-dihydro-3H-pyrrolo[1,2-a]pyrrole-1-carboxylate). RXN SMILES: [CH:1]1([C:9]([O:11][CH3:12])=[O:10])[CH2:5][CH2:4][N:3]2[CH:6]=[CH:7][CH:8]=[C:2]12.[C:13]([C:15]1[CH:23]=[CH:22][C:18]([C:19](O)=[O:20])=[CH:17][CH:16]=1)#[CH:14]>C1(C)C(C)=CC=CC=1>[C:13]([C:15]1[CH:23]=[CH:22][C:18]([C:19]([C:6]2[N:3]3[CH2:4][CH2:5][CH:1]([C:9]([O:11][CH3:12])=[O:10])[C:2]3=[CH:8][CH:7]=2)=[O:20])=[CH:17][CH:16]=1)#[CH:14]. Procedure details: A solution of methyl 1,2-dihydro-3H-pyrrolo[1,2-a]pyrrole-1-carboxylate (2.50 g, 0.015 mole) in dry xylene (100 ml) containing the acid chloride of 4-ethynylbenzoic acid [4.40 g, 0.026 mole; L. E. Salisbury, J. Org. Chem., 43, 4987 (1978)] was heated at reflux temperature for 12 hours. The solvent was removed in vacuo and the residue was purified by chromatography on alumina (200 g) using hexane/ethyl acetate (95:5) as the eluting solvent to give methyl 5-(4-ethynylbenzoyl)-1,2-dihydro-3H-pyrrol... Reactants: CN1CCNCC1, C1COCCO1, O=C1CCC(=O)O1. Yields the product CN1CCN(C(=O)CCC(=O)O)CC1. RXN SMILES: [CH3:8][N:9]1[CH2:10][CH2:11][NH:12][CH2:13][CH2:14]1.[O:15]1[CH2:16][CH2:17][O:18][CH2:19][CH2:20]1.[O:1]=[C:2]1[CH2:3][CH2:4][C:5](=[O:6])[O:7]1>>[O:1]=[C:2]([CH2:3][CH2:4][C:5](=[O:6])[N:12]1[CH2:11][CH2:10][N:9]([CH3:8])[CH2:14][CH2:13]1)[OH:7].